This data is from the Open Reaction Database (ORD), a public repository of structured organic reaction records. The task is: describe an organic reaction: reactants, conditions, products, and yield Reactants: S(=O)(=O)(OC)OC (Dimethyl sulfate), CN(C(C#N)C1=CC(=CC=C1)OC1=CC=CC=C1)C (α-(dimethylamino)-3-phenoxybenzeneacetonitrile). Solvent: CC(=O)CC (ethyl methyl ketone). Run at time 8 hour. Yields the product COS(=O)(=O)[O-].C(#N)C(C1=CC(=CC=C1)OC1=CC=CC=C1)[N+](C)(C)C (N-(α-Cyano-3-phenoxybenzyl)-N,N,N-trimethylammonium methylsulfate). The yield is 203.7%. As a reaction SMILES: [S:1]([O:6]C)([O:4][CH3:5])(=[O:3])=[O:2].[CH3:8][N:9]([CH3:26])[CH:10]([C:13]1[CH:18]=[CH:17][CH:16]=[C:15]([O:19][C:20]2[CH:25]=[CH:24][CH:23]=[CH:22][CH:21]=2)[CH:14]=1)[C:11]#[N:12]>CC(CC)=O>[CH3:5][O:4][S:1]([O-:6])(=[O:3])=[O:2].[C:11]([CH:10]([N+:9]([CH3:5])([CH3:26])[CH3:8])[C:13]1[CH:18]=[CH:17][CH:16]=[C:15]([O:19][C:20]2[CH:25]=[CH:24][CH:23]=[CH:22][CH:21]=2)[CH:14]=1)#[N:12] |f:3.4|. Reported procedure: Dimethyl sulfate (2.52 g) was added to a solution of α-(dimethylamino)-3-phenoxybenzeneacetonitrile (5.2 g) in ethyl methyl ketone (40 ml) and the mixture was stirred overnight at ambient temperature. The solvent was removed by distillation under reduced pressure to give the title compound (7.7 g) as a golden oil. Proton magnetic resonance spectrum (CDCl3 ; δ in ppm): 3.4 (9H, s, N(CH3)3); 3.65 (3H, s, CH3SO4); 6.7 (1H, s, CH); 7.0-7.7 (9H, m, aromatic protons). The reactants are C(C1=CC=CC=C1)OC[C@H](OC=1C=C(C=CC1)N1N=C(C=C1N)C(C)(C)C)C (2-[3-((R)-2-Benzyloxy-1-methyl-ethoxy)-phenyl]-5-tert-butyl-2H-pyrazol-3-ylamine), O (water), C(=O)[O-].[NH4+] (ammonium formate). Reagents/catalysts: [Pd] (Pd/C). The solvent is C(C)O (ethanol). Yields the product NC1=CC(=NN1C=1C=C(O[C@@H](CO)C)C=CC1)C(C)(C)C ((R)-2-[3-(5-Amino-3-tert-butyl-pyrazol-1-yl)-phenoxy]-propan-1-ol). Yield: 78.4%. RXN SMILES: C([O:8][CH2:9][C@@H:10]([CH3:28])[O:11][C:12]1[CH:13]=[C:14]([N:18]2[C:22]([NH2:23])=[CH:21][C:20]([C:24]([CH3:27])([CH3:26])[CH3:25])=[N:19]2)[CH:15]=[CH:16][CH:17]=1)C1C=CC=CC=1.O.C([O-])=O.[NH4+]>C(O)C.[Pd]>[NH2:23][C:22]1[N:18]([C:14]2[CH:13]=[C:12]([CH:17]=[CH:16][CH:15]=2)[O:11][C@H:10]([CH3:28])[CH2:9][OH:8])[N:19]=[C:20]([C:24]([CH3:25])([CH3:27])[CH3:26])[CH:21]=1 |f:2.3|. Procedure: A solution of Intermediate 151a (0.37 g, 0.97 mmol) in ethanol (IMS grade, 8 mL) was treated with water (1 mL) and ammonium formate (0.61 g, 9.7 mmol). The mixture was purged with N2 then 10% Pd/C (0.31 g, 0.29 mmol Pd) was added. The mixture was heated to reflux for 16 h then filtered through celite and the filtrate was concentrated in vacuo. The residue was partitioned between EtOAc and water. The phases were separated and the aqueous layer was extracted with EtOAc (×2). The combined organic p... Starting materials: ClC1=C(OCCCCCC2=CC(=NO2)C)C(=CC(=C1)C#N)Cl (5-[5-(2,6-dichloro-4-cyanophenoxy)pentyl]-3-methylisoxazole), [N-]=[N+]=[N-].[Na+] (sodium azide), [Cl-].[NH4+] (ammonium chloride). The solvent is CN(C=O)C (dimethylformamide). Conditions: temperature 100 celsius. Product: ClC1=C(OCCCCCC2=CC(=NO2)C)C(=CC(=C1)C1=NN=NN1)Cl (5-{5-[2,6-dichloro-4-(1H-tetrazol-5yl)phenoxy]pentyl}-3-methylisoxazole). Yield: 62.2%. RXN SMILES: [Cl:1][C:2]1[CH:19]=[C:18]([C:20]#[N:21])[CH:17]=[C:16]([Cl:22])[C:3]=1[O:4][CH2:5][CH2:6][CH2:7][CH2:8][CH2:9][C:10]1[O:14][N:13]=[C:12]([CH3:15])[CH:11]=1.[N-:23]=[N+:24]=[N-:25].[Na+].[Cl-].[NH4+]>CN(C)C=O>[Cl:22][C:16]1[CH:17]=[C:18]([C:20]2[NH:25][N:24]=[N:23][N:21]=2)[CH:19]=[C:2]([Cl:1])[C:3]=1[O:4][CH2:5][CH2:6][CH2:7][CH2:8][CH2:9][C:10]1[O:14][N:13]=[C:12]([CH3:15])[CH:11]=1 |f:1.2,3.4|. Procedure details: A mixture of 14.7 g 5-[5-(2,6-dichloro-4-cyanophenoxy)pentyl]-3-methylisoxazole (Example 32a), 2.96 g sodium azide and 0.32 g ammonium chloride in 150 ml dimethylformamide was stirred and heated at 100° C. for 24 hrs. The reaction mixture was concentrated in vacuo, and the residue was dissolved in ethyl acetate and washed with 2N hydrochloric acid. The organic layer was dried over magnesium sulfate and concentrated in vacuo to a solid residue. The latter was recrystallized from ethyl acetate to ... Reported procedure: 3-Bromo-2,4-difluorophenylamine and 3-fluoro-2-(4,4,5,5-tetramethyl-[1,3,2]dioxaborolan-2-yl)benzonitrile were coupled together as described in Example 2 to give 3′-amino-6,2′,6′-trifluorobiphenyl-2-carbonitrile as an off-white solid (400 mg, 25%): δH (360 MHz, CDCl3) 6.88 (2H, s), 7.41-7.46 (1H, m), 7.50-7.56 (1H, m), 7.61 (1H, dd, J 7 and 1). The product is NC=1C(=C(C(=CC1)F)C=1C(=CC=CC1F)C#N)F (3′-amino-6,2′,6′-trifluorobiphenyl-2-carbonitrile). RXN SMILES: Br[C:2]1[C:3]([F:10])=[C:4]([NH2:9])[CH:5]=[CH:6][C:7]=1[F:8].[F:11][C:12]1[C:13](B2OC(C)(C)C(C)(C)O2)=[C:14]([CH:17]=[CH:18][CH:19]=1)[C:15]#[N:16]>>[NH2:9][C:4]1[C:3]([F:10])=[C:2]([C:13]2[C:14]([C:15]#[N:16])=[CH:17][CH:18]=[CH:19][C:12]=2[F:11])[C:7]([F:8])=[CH:6][CH:5]=1. The reactants are BrC=1C(=C(C=CC1F)N)F (3-Bromo-2,4-difluorophenylamine), FC=1C(=C(C#N)C=CC1)B1OC(C(O1)(C)C)(C)C (3-fluoro-2-(4,4,5,5-tetramethyl-[1,3,2]dioxaborolan-2-yl)benzonitrile). Yield: 25.0%. Starting materials: BrC1=C(C=CC(=C1)F)C1N=C(NC(=C1C(=O)OCC)CBr)C=1OC=CN1 (Ethyl 4-(2-bromo-4-fluorophenyl)-6-(bromomethyl)-2-(oxazol-2-yl)-1,4-dihydropyrimidine-5-carboxylate), N1C(COCC1)C(=O)O (morpholine-3-carboxylic acid). Yields the product BrC1=C(C=CC(=C1)F)C1C(=C(NC(=N1)C=1OC=CN1)CN1C(COCC1)C(=O)O)C(=O)OCC (4-((6-(2-bromo-4-fluorophenyl)-5-(ethoxycarbonyl)-2-(oxazol-2-yl)-3,6-dihydropyrimidin-4-yl)methyl)morpholine-3-carboxylic acid). The yield is 35.3%. RXN SMILES: [Br:1][C:2]1[CH:7]=[C:6]([F:8])[CH:5]=[CH:4][C:3]=1[CH:9]1[C:14]([C:15]([O:17][CH2:18][CH3:19])=[O:16])=[C:13]([CH2:20]Br)[NH:12][C:11]([C:22]2[O:23][CH:24]=[CH:25][N:26]=2)=[N:10]1.[NH:27]1[CH2:32][CH2:31][O:30][CH2:29][CH:28]1[C:33]([OH:35])=[O:34]>>[Br:1][C:2]1[CH:7]=[C:6]([F:8])[CH:5]=[CH:4][C:3]=1[CH:9]1[N:10]=[C:11]([C:22]2[O:23][CH:24]=[CH:25][N:26]=2)[NH:12][C:13]([CH2:20][N:27]2[CH2:32][CH2:31][O:30][CH2:29][CH:28]2[C:33]([OH:35])=[O:34])=[C:14]1[C:15]([O:17][CH2:18][CH3:19])=[O:16]. Procedure details: Ethyl 4-(2-bromo-4-fluorophenyl)-6-(bromomethyl)-2-(oxazol-2-yl)-1,4-dihydropyrimidine-5-carboxylate (0.75 g, 1.53 mmol) was reacted with morpholine-3-carboxylic acid (0.2 g, 1.53 mmol) according to the procedure as described in Example 1, Step C to give the title compound as a yellow solid (0.29 g, 35%). The compound was characterized by the following spectroscopic data: Reactants: O1CCCC=C1 (dihydropyran), Cl (HCl), OC1=CC=C(C(=O)OC)C=C1 (methyl 4-hydroxybenzoate), Cl (HCl), O1CCCC=C1 (dihydropyran). The solvent is CC(OCC)=O (EA). Run at time 24 hour. Yields the product O1C(CCCC1)OC1=CC=C(C(=O)OC)C=C1 (Methyl 4-[(tetrahydro-2H-pyran-2-yl)oxy]benzoate). As a reaction SMILES: [OH:1][C:2]1[CH:11]=[CH:10][C:5]([C:6]([O:8][CH3:9])=[O:7])=[CH:4][CH:3]=1.Cl.[O:13]1[CH:18]=[CH:17][CH2:16][CH2:15][CH2:14]1>CC(=O)OCC>[O:13]1[CH2:18][CH2:17][CH2:16][CH2:15][CH:14]1[O:1][C:2]1[CH:3]=[CH:4][C:5]([C:6]([O:8][CH3:9])=[O:7])=[CH:10][CH:11]=1. Reported procedure: A solution of methyl 4-hydroxybenzoate (10 g) in EA (60 ml) containing saturated ethereal HCl (3.5 ml) was treated with dihydropyran (12 ml) and the solution was allowed to stand at room temperature for 24 h. A further quantity of dihydropyran (12 ml) and ethereal HCl (3.5 ml) was added and the solution was left for 17 h. The solvent was evaporated and the residue was dissolved in ER (100 ml) and washed with 2N NaOH solution (2×50 ml), brine (50 ml) and then dried. Evaporation gave a residue whi...